Dataset: the Open Reaction Database (ORD), a public repository of structured organic reaction records. Task: describe an organic reaction: reactants, conditions, products, and yield Reactants: COc1ccc([N+](=O)[O-])c(Sc2cccc(C(=O)O)c2)c1, O=C(Cl)C(=O)Cl, ClCCl, CN(C)C=O. The product is COc1ccc([N+](=O)[O-])c(Sc2cccc(C(N)=O)c2)c1. RXN SMILES: [CH3:1][O:2][c:3]1[cH:4][cH:5][c:6]([N+:19](=[O:20])[O-:21])[c:7]([S:9][c:10]2[cH:11][c:12]([C:13](=[O:14])[OH:15])[cH:16][cH:17][cH:18]2)[cH:8]1.[Cl:22][C:23]([C:24]([Cl:25])=[O:26])=[O:27].[Cl:33][CH2:34][Cl:35].[O:28]=[CH:29][N:30]([CH3:31])[CH3:32]>>[CH3:1][O:2][c:3]1[cH:4][cH:5][c:6]([N+:19](=[O:20])[O-:21])[c:7]([S:9][c:10]2[cH:11][c:12]([C:13](=[O:14])[NH2:30])[cH:16][cH:17][cH:18]2)[cH:8]1. The reactants are C(C)(C)(C)C=1C=C2C=C(CC2=C(C1OC)C1=CC=CC=C1)C (5-tert-butyl-6-methoxy-2-methyl-7-phenyl-1H-indene), [Li]CCCC (nBuLi), Cl[Si](C)(C)Cl (dichlorodimethylsilane), C1CCOC1 (THF). Run in C1(=CC=CC=C1)C (toluene), hexanes. Reaction conditions: temperature -20 celsius, time 2 hour. The product is C(C)(C)(C)C1=C(C(=C2C=C(C(C2=C1)[Si](C)(C)Cl)C)C1=CC=CC=C1)OC ((6-tert-Butyl-5-methoxy-2-methyl-4-phenyl-1H-inden-1-yl)(chloro)dimethylsilane). The yield is 99.4%. RXN SMILES: [C:1]([C:5]1[CH:6]=[C:7]2[C:11](=[C:12]([C:16]3[CH:21]=[CH:20][CH:19]=[CH:18][CH:17]=3)[C:13]=1[O:14][CH3:15])[CH2:10][C:9]([CH3:22])=[CH:8]2)([CH3:4])([CH3:3])[CH3:2].[Li]CCCC.C1COCC1.[Cl:33][Si:34](Cl)([CH3:36])[CH3:35]>C1(C)C=CC=CC=1>[C:1]([C:5]1[CH:6]=[C:7]2[C:11]([CH:10]=[C:9]([CH3:22])[CH:8]2[Si:34]([Cl:33])([CH3:36])[CH3:35])=[C:12]([C:16]2[CH:21]=[CH:20][CH:19]=[CH:18][CH:17]=2)[C:13]=1[O:14][CH3:15])([CH3:4])([CH3:2])[CH3:3]. Procedure: To a solution of 16.2 g (55.4 mmol) of 5-tert-butyl-6-methoxy-2-methyl-7-phenyl-1H-indene in 300 ml of toluene, 22.2 ml (55.5 mmol) of 2.5 M nBuLi in hexanes was added at room temperature. The resulting viscous solution was stirred for 2 h, and then 15 ml of THF was added. The formed suspension was stirred for 12 h at room temperature, ca. 2 h at 60° C., then cooled to −20° C., and 35.8 g (277 mmol) of dichlorodimethylsilane was added in one portion. The resulting solution was warmed to 60° C. a... The reactants are Cc1ccc(C(=O)O)s1, NCC=CCOc1cc(CN2CCCCC2)ccn1. Product: Cc1ccc(C(=O)NCC=CCOc2cc(CN3CCCCC3)ccn2)s1. Reaction SMILES: [CH3:20][c:21]1[cH:22][cH:23][c:24]([C:26](=[O:27])[OH:28])[s:25]1.[N:1]1([CH2:7][c:8]2[cH:9][c:10]([O:14][CH2:15][CH:16]=[CH:17][CH2:18][NH2:19])[n:11][cH:12][cH:13]2)[CH2:2][CH2:3][CH2:4][CH2:5][CH2:6]1>>[N:1]1([CH2:7][c:8]2[cH:9][c:10]([O:14][CH2:15][CH:16]=[CH:17][CH2:18][NH:19][C:26]([c:24]3[cH:23][cH:22][c:21]([CH3:20])[s:25]3)=[O:27])[n:11][cH:12][cH:13]2)[CH2:2][CH2:3][CH2:4][CH2:5][CH2:6]1. Reactants: CCOC(=O)CP(=O)(OCC)OCC, Cc1ccccc1, O=Cc1ccn(C2CCCCCC2)c1, [H-], [Na+]. Yields the product CCOC(=O)C=Cc1ccn(C2CCCCCC2)c1. RXN SMILES: [CH3:15][CH2:16][O:17][C:18](=[O:19])[CH2:20][P:21]([O:22][CH2:23][CH3:24])([O:25][CH2:26][CH3:27])=[O:28].[CH3:31][c:32]1[cH:33][cH:34][cH:35][cH:36][cH:37]1.[CH:1]1([n:8]2[cH:9][c:10]([CH:13]=[O:14])[cH:11][cH:12]2)[CH2:2][CH2:3][CH2:4][CH2:5][CH2:6][CH2:7]1.[H-:29].[Na+:30]>>[CH:1]1([n:8]2[cH:9][c:10]([CH:13]=[CH:20][C:18]([O:17][CH2:16][CH3:15])=[O:19])[cH:11][cH:12]2)[CH2:2][CH2:3][CH2:4][CH2:5][CH2:6][CH2:7]1. Reactants: FC1=CC=C(C=C1)CCC(=O)Cl (3-(4-fluorophenyl)propionyl chloride), ice, [Cl-].[Al+3].[Cl-].[Cl-] (aluminum chloride). The solvent is ClCCl (dichloromethane), ClCCl (dichloromethane). Product: FC1=CC=C2CCC(C2=C1)=O (6-fluoro-1-indanone). Yield: 95.8%. RXN SMILES: [F:1][C:2]1[CH:7]=[CH:6][C:5]([CH2:8][CH2:9][C:10](Cl)=[O:11])=[CH:4][CH:3]=1.[Cl-].[Al+3].[Cl-].[Cl-]>ClCCl>[F:1][C:2]1[CH:7]=[C:6]2[C:5]([CH2:8][CH2:9][C:10]2=[O:11])=[CH:4][CH:3]=1 |f:1.2.3.4|. Reported procedure: A solution of 3-(4-fluorophenyl)propionyl chloride (287.6 g, 1.5 mol) in dichloromethane (1.4 L) was added dropwise during 3 h to an ice-cold, mechanically stirred suspension of aluminum chloride (226.0 g, 1.7 mol, Aldrich) in dichloromethane (2.2 L) under nitrogen. The resulting yellowish-black solution was refluxed for 5 h and allowed to cool to room temperature. The solution was washed successively with water (2 L), 1N sodium hydroxide (2 L), water (2 L) and brine (2 L). The organic layer was... Reactants: FC=1C=C(COC2=NC(N3C(N(CCC3)CC(=O)O)=C2)=O)C=CC1F (2-(8-((3,4-difluorobenzyl)oxy)-6-oxo-2,3,4,6-tetrahydro-1H-pyrimido[1,6-a]pyrimidin-1-yl)acetic acid), FC1(CCNCC1)F (4,4-difluoropiperidine). Procedure details: The title compound was prepared by a procedure similar to that described for E13 starting from 2-(8-((3,4-difluorobenzyl)oxy)-6-oxo-2,3,4,6-tetrahydro-1H-pyrimido[1,6-a]pyrimidin-1-yl)acetic acid and 4,4-difluoropiperidine. RXN SMILES: [F:1][C:2]1[CH:3]=[C:4]([CH:22]=[CH:23][C:24]=1[F:25])[CH2:5][O:6][C:7]1[CH:20]=[C:11]2[N:12]([CH2:16][C:17]([OH:19])=O)[CH2:13][CH2:14][CH2:15][N:10]2[C:9](=[O:21])[N:8]=1.[F:26][C:27]1([F:33])[CH2:32][CH2:31][NH:30][CH2:29][CH2:28]1>>[F:1][C:2]1[CH:3]=[C:4]([CH:22]=[CH:23][C:24]=1[F:25])[CH2:5][O:6][C:7]1[CH:20]=[C:11]2[N:12]([CH2:16][C:17]([N:30]3[CH2:31][CH2:32][C:27]([F:33])([F:26])[CH2:28][CH2:29]3)=[O:19])[CH2:13][CH2:14][CH2:15][N:10]2[C:9](=[O:21])[N:8]=1. Product: FC=1C=C(COC2=NC(N3C(N(CCC3)CC(=O)N3CCC(CC3)(F)F)=C2)=O)C=CC1F (8-((3,4-difluorobenzyl)oxy)-1-(2-(4,4-difluoropiperidin-1-yl)-2-oxoethyl)-3,4-dihydro-1H-pyrimido[1,6-a]pyrimidin-6(2H)-one). Reactants: C(C(=O)C1=CC=CC=C1)C1C(CCC1)=O (2-phenacylcyclopentanone), NC1=CC=C(C(C(=O)O)=C1)O (5-aminosalicylic acid), crystals. Run in C(C)(=O)O (acetic acid). The product is C(=O)(O)C=1C=C(C=CC1O)N1C2=C(C=C1C1=CC=CC=C1)CCC2 (1-(3-Carboxy-4-hydroxyphenyl)-2-phenyl-1,4,5,6-tetrahydrocyclopenta[b]pyrrole). RXN SMILES: [CH2:1]([CH:10]1[CH2:14][CH2:13][CH2:12][C:11]1=O)[C:2]([C:4]1[CH:9]=[CH:8][CH:7]=[CH:6][CH:5]=1)=O.[NH2:16][C:17]1[CH:25]=[C:21]([C:22]([OH:24])=[O:23])[C:20]([OH:26])=[CH:19][CH:18]=1>C(O)(=O)C>[C:22]([C:21]1[CH:25]=[C:17]([N:16]2[C:2]([C:4]3[CH:9]=[CH:8][CH:7]=[CH:6][CH:5]=3)=[CH:1][C:10]3[CH2:14][CH2:13][CH2:12][C:11]2=3)[CH:18]=[CH:19][C:20]=1[OH:26])([OH:24])=[O:23]. Procedure: A mixture of 20.5 g. (0.1 mole) of 2-phenacylcyclopentanone, 15.3 g. (0.1 mole) of 5-aminosalicylic acid, and 60 ml. of glacial acetic acid was heated under reflux for 3 hours, cooled and filtered. The filter cake was washed with water, dried and recrystallized from acetic acid to provide 9.5 g. (30%) of crystals, m.p. 198°-199°. The reactants are ClC1=CC=C(C(=O)Cl)C=C1 (4-chlorobenzoyl chloride), ClC1=NC=C(C=C1)C#N (2-chloro-5-(cyano)pyridine), ClC1=C(C=CC(=C1)Cl)C1=NC(=NC=C1C=1NC=CN1)NCCNC1=NC=C(C=C1)[N+](=O)[O-] ([4-(2,4-dichlorophenyl)-5-imidazol-2-ylpyrimidin-2-yl]{2-[(5-nitro(2-pyridyl))amino]ethyl}amine). Product: ClC1=CC=C(C=C1)C1=NC(=NC=C1C=1NC=CN1)NCCNC1=CC=C(C=N1)C#N (6-[(2-{[4-(4-chlorophenyl)-5-imidazol-2-ylpyrimidin-2-yl]amino}ethyl)amino]-pyridine-3-carbonitrile). Reaction SMILES: ClC1C=CC(C(Cl)=O)=CC=1.Cl[C:12]1[CH:17]=[CH:16][C:15]([C:18]#[N:19])=[CH:14][N:13]=1.Cl[C:21]1[CH:26]=[C:25]([Cl:27])[CH:24]=[CH:23][C:22]=1[C:28]1[C:33]([C:34]2[NH:35][CH:36]=[CH:37][N:38]=2)=[CH:32][N:31]=[C:30]([NH:39][CH2:40][CH2:41][NH:42]C2C=CC([N+]([O-])=O)=CN=2)[N:29]=1>>[Cl:27][C:25]1[CH:24]=[CH:23][C:22]([C:28]2[C:33]([C:34]3[NH:38][CH:37]=[CH:36][N:35]=3)=[CH:32][N:31]=[C:30]([NH:39][CH2:40][CH2:41][NH:42][C:12]3[N:13]=[CH:14][C:15]([C:18]#[N:19])=[CH:16][CH:17]=3)[N:29]=2)=[CH:21][CH:26]=1. Procedure details: 6-[(2-{[4-(4-chlorophenyl)-5-imidazol-2-ylpyrimidin-2-yl]amino}ethyl)amino]-pyridine-3-carbonitrile was prepared from 4-chlorobenzoyl chloride and 2-chloro-5-(cyano)pyridine using the general method for [4-(2,4-dichlorophenyl)-5-imidazol-2-ylpyrimidin-2-yl]{2-[(5-nitro(2-pyridyl))amino]ethyl}amine.